Dataset: the Open Reaction Database (ORD), a public repository of structured organic reaction records. Task: describe an organic reaction: reactants, conditions, products, and yield Reaction SMILES: [CH2:1]([CH:8]1[C:31](=O)[N:30]([CH3:33])[CH:29]([CH2:34][CH:35]([CH3:37])[CH3:36])[C:28](=[O:38])[O:27][CH:26]([CH3:39])[C:25](=O)[N:24]([CH3:41])[CH:23]([CH2:42][CH:43]([CH3:45])[CH3:44])[C:22](=[O:46])[O:21][CH:20]([CH2:47][C:48]2[CH:53]=[CH:52][CH:51]=[CH:50][CH:49]=2)[C:19](=O)[N:18]([CH3:55])[CH:17]([CH2:56][CH:57]([CH3:59])[CH3:58])[C:16](=[O:60])[O:15][CH:14]([CH3:61])[C:13](=O)[N:12]([CH3:63])[CH:11]([CH2:64][CH:65]([CH3:67])[CH3:66])[C:10](=[O:68])[O:9]1)[C:2]1[CH:7]=[CH:6][CH:5]=[CH:4][CH:3]=1.B>C1COCC1>[CH2:47]([CH:20]1[CH2:19][N:18]([CH3:55])[CH:17]([CH2:56][CH:57]([CH3:59])[CH3:58])[C:16](=[O:60])[O:15][CH:14]([CH3:61])[CH2:13][N:12]([CH3:63])[CH:11]([CH2:64][CH:65]([CH3:67])[CH3:66])[C:10](=[O:68])[O:9][CH:8]([CH2:1][C:2]2[CH:7]=[CH:6][CH:5]=[CH:4][CH:3]=2)[CH2:31][N:30]([CH3:33])[CH:29]([CH2:34][CH:35]([CH3:37])[CH3:36])[C:28](=[O:38])[O:27][CH:26]([CH3:39])[CH2:25][N:24]([CH3:41])[CH:23]([CH2:42][CH:43]([CH3:45])[CH3:44])[C:22](=[O:46])[O:21]1)[C:48]1[CH:49]=[CH:50][CH:51]=[CH:52][CH:53]=1. The product is C(C1=CC=CC=C1)C1OC(C(N(CC(OC(C(N(CC(OC(C(N(CC(OC(C(N(C1)C)CC(C)C)=O)C)C)CC(C)C)=O)CC1=CC=CC=C1)C)CC(C)C)=O)C)C)CC(C)C)=O (8,20-dibenzyl-5,11,17,23-tetraisobutyl-2,4,10,14,16,22-hexamethyl-1,7,13,19-tetraoxa-4,10,16,22-tetraazacyclotetracosan-6,12,18,24-tetraone). Procedure: Similar to Example 1, 4.75 g (5 mmol) of PF 1022 in 10 ml of THF were reacted with 100 ml of a 1 M solution of borane and worked-up. Chromatography gave 0.75 g (17% of theory) of tetrareduction product 8,20-dibenzyl-5,11,17,23-tetraisobutyl-2,4,10,14,16,22-hexamethyl-1,7,13,19-tetraoxa-4,10,16,22-tetraazacyclotetracosan-6,12,18,24-tetraone as a light-yellow viscous oil. Reactants: C(C1=CC=CC=C1)C1OC(C(N(C(C(OC(C(N(C(C(OC(C(N(C(C(OC(C(N(C1=O)C)CC(C)C)=O)C)=O)C)CC(C)C)=O)CC1=CC=CC=C1)=O)C)CC(C)C)=O)C)=O)C)CC(C)C)=O (8,20-dibenzyl-5,11,17,23-tetraisobutyl-2,4,10,14,16,22-hexamethyl-1,7,13,19-tetraoxa-4,10,16,22-tetraaza-cyclotetracosan-3,6,9,12,15,18,21,24-octaone), solution, B (borane). Run in C1CCOC1 (THF).